From a dataset of the Open Reaction Database (ORD), a public repository of structured organic reaction records. describe an organic reaction: reactants, conditions, products, and yield Starting materials: P(=O)(Cl)(Cl)Cl (phosphorus oxychloride), CN1C(N(CC1)C)=O (1,3-dimethyl-2-imidazolidinone), NC1=C(C=CC=C1)C1=CC=CC=C1 (2-aminobiphenyl). The solvent is C1=CC=CC=C1 (benzene), C1=CC=CC=C1 (benzene). Yields the product CN1C(N(CC1)C)=NC1=C(C=CC=C1)C1=CC=CC=C1 (2-(1,3-dimethyl-2-imidazolidinylideneamino)biphenyl). RXN SMILES: [CH3:1][N:2]1[CH2:6][CH2:5][N:4]([CH3:7])[C:3]1=O.[NH2:9][C:10]1[CH:15]=[CH:14][CH:13]=[CH:12][C:11]=1[C:16]1[CH:21]=[CH:20][CH:19]=[CH:18][CH:17]=1.P(Cl)(Cl)(Cl)=O>C1C=CC=CC=1>[CH3:1][N:2]1[CH2:6][CH2:5][N:4]([CH3:7])[C:3]1=[N:9][C:10]1[CH:15]=[CH:14][CH:13]=[CH:12][C:11]=1[C:16]1[CH:17]=[CH:18][CH:19]=[CH:20][CH:21]=1. Reported procedure: A mixture of 1,3-dimethyl-2-imidazolidinone (5.5 g) in benzene (30 ml), 2-aminobiphenyl (5.1 g) in benzene (20 ml) and phosphorus oxychloride (4.4 ml) was heated at 80°-85° C. for 20 hours to yield 2-(1,3-dimethyl-2-imidazolidinylideneamino)biphenyl (m.p. 90°-91° C.) which was recrystallised from hexane. Product: CC1=C(C(CCC1(C)C)(C)C)C (1,2,3,3,6,6-hexamethyl-1-cyclohexene). Starting materials: C([O-])([O-])=O.[Na+].[Na+] (sodium carbonate), OC1(C(CCC(C1C)(C)C)(C)C)C (1-hydroxy-1,2,2,5,5,6-hexamethylcyclohexane), O (water), C1(=CC=C(C=C1)S(=O)(=O)O)C (p-toluenesulphonic acid). The yield is 89.9%. Reaction SMILES: O[C:2]1([CH3:13])[CH:7]([CH3:8])[C:6]([CH3:10])([CH3:9])[CH2:5][CH2:4][C:3]1([CH3:12])[CH3:11].C1(C)C=CC(S(O)(=O)=O)=CC=1.O.C(=O)([O-])[O-].[Na+].[Na+]>C1C=CC=CC=1>[CH3:8][C:7]1[C:6]([CH3:10])([CH3:9])[CH2:5][CH2:4][C:3]([CH3:12])([CH3:11])[C:2]=1[CH3:13] |f:3.4.5|. Procedure details: 25.9 g of 1-hydroxy-1,2,2,5,5,6-hexamethylcyclohexane are dissolved in 600 ml of benzene and, after the addition of a spatula tip of p-toluenesulphonic acid, held at boiling temperature on a water separator for 3 hours. The mixture is cooled, treated with sodium carbonate, stirred briefly, filtered and the benzene is distilled off at normal pressure. Distillation of the residue gives 21 g of 1,2,3,3,6,6-hexamethyl-1-cyclohexene as a colourless liquid of boiling point 65°-67° C./10 mm Hg. Run in C1=CC=CC=C1 (benzene).